From a dataset of the Open Reaction Database (ORD), a public repository of structured organic reaction records. describe an organic reaction: reactants, conditions, products, and yield Reactants: CN(C=O)C (N,N-dimethylformamide), NC1=C(C=C(C(=N1)N1C=C(C(C2=CC(=C(C(=C12)Cl)F)F)=O)C(=O)O)F)F (1-(6-amino-3,5-difluoropyridin-2-yl)-8-chloro-6,7-difluoro-4-oxo-1,4-dihydroquinoline-3-carboxylic acid), N[C@@H]1CNCC1 ((3S)-3-aminopyrrolidine). Run in C(C)O (ethanol). Conditions: temperature 90 celsius, time 1 hour. Yields the product NC1=C(C=C(C(=N1)N1C=C(C(C2=CC(=C(C(=C12)Cl)N1C[C@H](CC1)N)F)=O)C(=O)O)F)F (1-(6-amino-3,5-difluoropyridin-2-yl)-7-[(3S)-3-aminopyrrolidin-1-yl]-8-chloro-6-fluoro-4-oxo-1,4-dihydroquinoline-3-carboxylic acid). The yield is 58.4%. RXN SMILES: CN(C)C=O.[NH2:6][C:7]1[N:12]=[C:11]([N:13]2[C:22]3[C:17](=[CH:18][C:19]([F:25])=[C:20](F)[C:21]=3[Cl:23])[C:16](=[O:26])[C:15]([C:27]([OH:29])=[O:28])=[CH:14]2)[C:10]([F:30])=[CH:9][C:8]=1[F:31].[NH2:32][C@H:33]1[CH2:37][CH2:36][NH:35][CH2:34]1>C(O)C>[NH2:6][C:7]1[N:12]=[C:11]([N:13]2[C:22]3[C:17](=[CH:18][C:19]([F:25])=[C:20]([N:35]4[CH2:36][CH2:37][C@H:33]([NH2:32])[CH2:34]4)[C:21]=3[Cl:23])[C:16](=[O:26])[C:15]([C:27]([OH:29])=[O:28])=[CH:14]2)[C:10]([F:30])=[CH:9][C:8]=1[F:31]. Reported procedure: To 250 mg of N,N-dimethylformamide were added 60 mg of 1-(6-amino-3,5-difluoropyridin-2-yl)-8-chloro-6,7-difluoro-4-oxo-1,4-dihydroquinoline-3-carboxylic acid and 60 mg of (3S)-3-aminopyrrolidine, and the mixture was heated under reflux with stirring at 90° C. for 1 hour. After adding 1 ml of ethanol, the mixture was allowed to cool, and the precipitate was collected by filtration and washed with ethanol and diisopropylether successively to obtain 41 mg of the title compound as a pale brown powd... Starting materials: O1C(COC2=C(C(=O)C3=CC=CC=C3)C(=CC(=C2C)C)C)C1 (2-(2,3-epoxypropoxy)-3,4,6-trimethylbenzophenone), C(C)(C)N (isopropylamine). Solvent: CO (methanol). The product is C(C1=CC=CC=C1)(=O)C1=C(OCC(CNC(C)C)O)C(=C(C=C1C)C)C (1-(2-benzoyl-3,5,6-trimethylphenoxy)-2-hydroxy-3-isopropylaminopropane). Reaction SMILES: [O:1]1[CH2:22][CH:2]1[CH2:3][O:4][C:5]1[C:18]([CH3:19])=[C:17]([CH3:20])[CH:16]=[C:15]([CH3:21])[C:6]=1[C:7]([C:9]1[CH:14]=[CH:13][CH:12]=[CH:11][CH:10]=1)=[O:8].[CH:23]([NH2:26])([CH3:25])[CH3:24]>CO>[C:7]([C:6]1[C:15]([CH3:21])=[CH:16][C:17]([CH3:20])=[C:18]([CH3:19])[C:5]=1[O:4][CH2:3][CH:2]([OH:1])[CH2:22][NH:26][CH:23]([CH3:25])[CH3:24])(=[O:8])[C:9]1[CH:10]=[CH:11][CH:12]=[CH:13][CH:14]=1. Procedure details: A mixture of 2-(2,3-epoxypropoxy)-3,4,6-trimethylbenzophenone (10.0 g.), isopropylamine (10 ml.) and anhydrous methanol (100 ml.) was heated at reflux for 17 hours. The solution was evaporated in vacuo and the residue was dissolved in water (100 ml.) containing concentrated hydrochloric acid (6 ml.). The solution was filtered through charcoal and kieselguhr, adjusted to pH 11 by means of 2 N aqueous sodium hydroxide solution and extracted with ethyl acetate. The extract was washed 3 times with w... Reactants: CS(=O)(=O)NC(OC(C)(C)C)=O (tert-butyl (methylsulfonyl)carbamate), C([O-])([O-])=O.[K+].[K+] (potassium carbonate), C12[C@H](CC(CC1)C2)N2C(=NC=1C2=C2C(=NC1)C=CS2)CCl (1-[(2S)-bicyclo[2.2.1]hept-2-yl]-2-(chloromethyl)-1H-imidazo[4,5-d]thieno[3,2-b]pyridine). The solvent is O (water), CN(C=O)C (N,N-dimethylformamide). Reaction conditions: temperature 50 celsius, time 8 hour. The product is C12[C@H](CC(CC1)C2)N2C(=NC=1C2=C2C(=NC1)C=CS2)CN(C(OC(C)(C)C)=O)S(=O)(=O)C (tert-butyl ({1-[(2S)-bicyclo[2.2. l]hept-2-yl]-1H-imidazo[4,5-d]thieno[3,2-b]pyridin-2-yl}methyl)(methylsulfonyl)carbamate). RXN SMILES: [CH:1]12[CH2:7][CH:4]([CH2:5][CH2:6]1)[CH2:3][C@@H:2]2[N:8]1[C:12]2=[C:13]3[S:19][CH:18]=[CH:17][C:14]3=[N:15][CH:16]=[C:11]2[N:10]=[C:9]1[CH2:20]Cl.[CH3:22][S:23]([NH:26][C:27](=[O:33])[O:28][C:29]([CH3:32])([CH3:31])[CH3:30])(=[O:25])=[O:24].C(=O)([O-])[O-].[K+].[K+]>CN(C)C=O.O>[CH:1]12[CH2:7][CH:4]([CH2:5][CH2:6]1)[CH2:3][C@@H:2]2[N:8]1[C:12]2=[C:13]3[S:19][CH:18]=[CH:17][C:14]3=[N:15][CH:16]=[C:11]2[N:10]=[C:9]1[CH2:20][N:26]([S:23]([CH3:22])(=[O:24])=[O:25])[C:27](=[O:33])[O:28][C:29]([CH3:32])([CH3:31])[CH3:30] |f:2.3.4|. Procedure details: To a solution of 1-[(2S)-bicyclo[2.2.1]hept-2-yl]-2-(chloromethyl)-1H-imidazo[4,5-d]thieno[3,2-b]pyridine (0.10 g, 0.31 mmol) dissolved in N,N-dimethylformamide (1 mL) was added tert-butyl (methylsulfonyl)carbamate (0.092 g, 0.47 mmol) and potassium carbonate (0.087 g, 0.63 mmol). The mixture was stirred at 50° C. overnight, then diluted with water and extracted with EtOAc. The combined organic layers were dried over MgSO4 and concentrated to give crude tert-butyl ({1-[(2S)-bicyclo[2.2. l]hept-2... Reactants: C=O (Formaldehyde), ClC1=CC2=C(N3C(=NN=C3CNC2)C2CCN(CC2)C2=NC=CC=N2)C=C1 (8-Chloro-1-(1-pyrimidin-2-yl-piperidin-4-yl)-5,6-dihydro-4H-2,3,5,10b-tetraaza-benzo[e]azulene), C(C)(=O)O[BH-](OC(C)=O)OC(C)=O.[Na+] (sodium triacetoxyborohydride). The solvent is ClCCl (dichloromethane). Reaction conditions: time 18 hour. Product: ClC1=CC2=C(N3C(=NN=C3CN(C2)C)C2CCN(CC2)C2=NC=CC=N2)C=C1 (8-Chloro-5-methyl-1-(1-pyrimidin-2-yl-piperidin-4-yl)-5,6-dihydro-4H-2,3,5,10b-tetraaza-benzo[e]azulene). Yield: 64.1%. RXN SMILES: C=O.[Cl:3][C:4]1[CH:29]=[CH:28][C:7]2[N:8]3[C:12]([CH2:13][NH:14][CH2:15][C:6]=2[CH:5]=1)=[N:11][N:10]=[C:9]3[CH:16]1[CH2:21][CH2:20][N:19]([C:22]2[N:27]=[CH:26][CH:25]=[CH:24][N:23]=2)[CH2:18][CH2:17]1.[C:30](O[BH-](OC(=O)C)OC(=O)C)(=O)C.[Na+]>ClCCl>[Cl:3][C:4]1[CH:29]=[CH:28][C:7]2[N:8]3[C:12]([CH2:13][N:14]([CH3:30])[CH2:15][C:6]=2[CH:5]=1)=[N:11][N:10]=[C:9]3[CH:16]1[CH2:21][CH2:20][N:19]([C:22]2[N:23]=[CH:24][CH:25]=[CH:26][N:27]=2)[CH2:18][CH2:17]1 |f:2.3|. Reported procedure: Formaldehyde (37% w/v aqueous, 0.1 ml, 1.2 mmol) was added to a solution of the amine of example 12 (100 mg, 0.26 mmol) in dichloromethane (5 ml). The mixture was stirred at room temperature for 0.25 hours before sodium triacetoxyborohydride (111 mg, 0.53 mmol) was added, and the reaction mixture was stirred for a further 18 hours. The mixture was partitioned between 2N aqueous sodium hydroxide solution (10 ml) and dichloromethane (10 ml). The organic layer was evaporated under reduced pressure ... Starting materials: Br (hydrogen bromide), BrC1=C(C=C(C=C1)Cl)C (2-bromo-5-chlorotoluene), ClC(C)Cl (dichloroethane), BrBr (bromine). The reagents and catalysts are [Fe] (iron). Reaction conditions: time 30 minute. Product: ClC=1C(=CC(=C(C1)C)Br)Br (5-chloro-2,4-dibromotoluene). Isolated yield 81.6%. RXN SMILES: [Br:1][C:2]1[CH:7]=[CH:6][C:5]([Cl:8])=[CH:4][C:3]=1[CH3:9].ClC(Cl)C.[Br:14]Br.Br>[Fe]>[Cl:8][C:5]1[C:6]([Br:14])=[CH:7][C:2]([Br:1])=[C:3]([CH3:9])[CH:4]=1. Procedure details: 51.4 g (0.25 mol) of 2-bromo-5-chlorotoluene, 25 ml of dichloroethane and 1.5 g of iron powder are introduced into a round-bottomed flask. 40 g (0.25 mol) of bromine are added dropwise at 38°-40° C. with stirring, hydrogen bromide being evolved. The product precipitates out during the addition. The suspension is maintained by adding a further 35 ml of dichloromethane with vigorous agitation. Stirring is continued for 30 minutes after addition of the bromine. The crystal slurry is taken intosolut... Starting materials: C(C1=CC(OC)=C(OC)C=C1)C#N (veratryl cyanide), C(C1=CC(OC)=C(OC)C=C1)Cl (veratryl chloride). Run in C1(=CC=CC=C1)C (toluene). The product is C=1(C(OC)=CC=CC1)OC (veratrol). As a reaction SMILES: C(C#N)[C:2]1[CH:11]=[CH:10][C:7]([O:8][CH3:9])=[C:4]([O:5][CH3:6])[CH:3]=1.C(Cl)C1C=CC(OC)=C(OC)C=1>C1(C)C=CC=CC=1>[C:7]1([O:8][CH3:9])[C:4](=[CH:3][CH:2]=[CH:11][CH:10]=1)[O:5][CH3:6]. Reported procedure: The present invention relates to a process for the preparation of veratryl cyanide (VCN), wherein the toluene solution of the veratryl chloride obtained by chloromethylation of veratrol is reacted directly with sodium cyanide, with the addition of water, a ketone and a catalyst. The reactants are OC1=NC(=NC(=C1)C)N1C(CCC1)C1=CC(=NO1)C1=NC=CC=C1 (4-hydroxy-6-methyl-2-[2-{3-(pyrid-2-yl)isoxazol-5-yl}pyrrolidin-1-yl]pyrimidine), NC1=NNC(=C1)C (3-amino-5-methyl-1H-pyrazole). The product is CC1=CC(=NN1)NC1=NC(=NC(=C1)C)N1C(CCC1)C1=CC(=NO1)C1=NC=CC=C1 (4-(5-Methyl-1H-pyrazol-3-ylamino)-6-methyl-2-[2-{3-(pyrid-2-yl)isoxazol-5-yl}pyrrolidin-1-yl]pyrimidine). Reaction SMILES: O[C:2]1[CH:7]=[C:6]([CH3:8])[N:5]=[C:4]([N:9]2[CH2:13][CH2:12][CH2:11][CH:10]2[C:14]2[O:18][N:17]=[C:16]([C:19]3[CH:24]=[CH:23][CH:22]=[CH:21][N:20]=3)[CH:15]=2)[N:3]=1.[NH2:25][C:26]1[CH:30]=[C:29]([CH3:31])[NH:28][N:27]=1>>[CH3:31][C:29]1[NH:28][N:27]=[C:26]([NH:25][C:2]2[CH:7]=[C:6]([CH3:8])[N:5]=[C:4]([N:9]3[CH2:13][CH2:12][CH2:11][CH:10]3[C:14]3[O:18][N:17]=[C:16]([C:19]4[CH:24]=[CH:23][CH:22]=[CH:21][N:20]=4)[CH:15]=3)[N:3]=2)[CH:30]=1. Procedure details: Starting materials: 4-hydroxy-6-methyl-2-[2-{3-(pyrid-2-yl)isoxazol-5-yl}pyrrolidin-1-yl]pyrimidine (Method 30) and 3-amino-5-methyl-1H-pyrazole. The reactants are CO, Cl, N#Cc1ccc(C2CC(CN3CCCC3)C2)cc1, NO, [Na+], O=C([O-])O. Yields the product N=C(NO)c1ccc(C2CC(CN3CCCC3)C2)cc1. RXN SMILES: [CH3:27][OH:28].[ClH:24].[N:1]1([CH2:6][CH:7]2[CH2:8][CH:9]([c:11]3[cH:12][cH:13][c:14]([C:15]#[N:16])[cH:17][cH:18]3)[CH2:10]2)[CH2:2][CH2:3][CH2:4][CH2:5]1.[NH2:25][OH:26].[Na+:23].[O-:19][C:20]([OH:21])=[O:22]>>[N:1]1([CH2:6][CH:7]2[CH2:8][CH:9]([c:11]3[cH:12][cH:13][c:14]([C:15](=[NH:16])[NH:25][OH:26])[cH:17][cH:18]3)[CH2:10]2)[CH2:2][CH2:3][CH2:4][CH2:5]1.